From a dataset of the Open Reaction Database (ORD), a public repository of structured organic reaction records. describe an organic reaction: reactants, conditions, products, and yield Starting materials: CN(C)C=O, Cl, [H-], [Na+], O, BrCCSc1ccccc1, O=c1cc(-c2ccncc2)nc2n1CCN2. RXN SMILES: [CH3:31][N:32]([CH3:33])[CH:34]=[O:35].[ClH:29].[H-:17].[Na+:18].[OH2:30].[c:19]1([S:25][CH2:26][CH2:27][Br:28])[cH:20][cH:21][cH:22][cH:23][cH:24]1.[n:1]1[cH:2][cH:3][c:4](-[c:7]2[n:8][c:9]3[n:10]([c:11](=[O:13])[cH:12]2)[CH2:14][CH2:15][NH:16]3)[cH:5][cH:6]1>>[ClH:29].[n:1]1[cH:2][cH:3][c:4](-[c:7]2[n:8][c:9]3[n:10]([c:11](=[O:13])[cH:12]2)[CH2:14][CH2:15][N:16]3[CH2:27][CH2:26][S:25][c:19]2[cH:20][cH:21][cH:22][cH:23][cH:24]2)[cH:5][cH:6]1. Yields the product Cl, O=c1cc(-c2ccncc2)nc2n1CCN2CCSc1ccccc1.